This data is from the Open Reaction Database (ORD), a public repository of structured organic reaction records. The task is: describe an organic reaction: reactants, conditions, products, and yield Reactants: CO, CS(=O)(=O)c1ccc(C(=CC2CCCC2)c2cc3cc(OCCO)cnc3[nH]2)cc1. Product: CS(=O)(=O)c1ccc(C(CC2CCCC2)c2cc3cc(OCCO)cnc3[nH]2)cc1. As a reaction SMILES: [CH3:31][OH:32].[CH:1]1([CH:6]=[C:7]([c:8]2[cH:9][cH:10][c:11]([S:14](=[O:15])(=[O:16])[CH3:17])[cH:12][cH:13]2)[c:18]2[cH:19][c:20]3[c:21]([n:22][cH:23][c:24]([O:26][CH2:27][CH2:28][OH:29])[cH:25]3)[nH:30]2)[CH2:2][CH2:3][CH2:4][CH2:5]1>>[CH:1]1([CH2:6][CH:7]([c:8]2[cH:9][cH:10][c:11]([S:14](=[O:15])(=[O:16])[CH3:17])[cH:12][cH:13]2)[c:18]2[cH:19][c:20]3[c:21]([n:22][cH:23][c:24]([O:26][CH2:27][CH2:28][OH:29])[cH:25]3)[nH:30]2)[CH2:2][CH2:3][CH2:4][CH2:5]1. Solvent: O1CCOCC1 (dioxane). The reactants are C(C)(C)(C)C1=C(C=CC(=C1)C)O (2-tert-butyl-4-methylphenol). RXN SMILES: [C:1]([C:5]1[CH:10]=[C:9]([CH3:11])[CH:8]=[CH:7][C:6]=1[OH:12])([CH3:4])([CH3:3])[CH3:2]>[OH-].[Ru+3].[OH-].[OH-].O1CCOCC1>[C:1]([CH:5]1[CH2:10][CH:9]([CH3:11])[CH2:8][CH2:7][CH:6]1[OH:12])([CH3:4])([CH3:2])[CH3:3] |f:1.2.3.4|. Yield: 96.0%. Yields the product C(C)(C)(C)C1C(CCC(C1)C)O (2-tert-butyl-4-methylcyclohexanol). Reported procedure: A mixture of 400 g (2.44 moles) of 2-tert-butyl-4-methylphenol, 400 ml of dioxane and 1 g of ruthenium hydroxide was initially taken in an autoclave and hydrogenated at 120° C. and under a hydrogen pressure of 50 bar until the pressure remained constant (total hydrogenation time about 3 1/2 hours). The catalyst was separated off, after which the dioxane was distilled off and the residue was fractionated under 0.01 mbar. After a small initial fraction (15 g with a boiling point up to 60° C./0.01 ... The reagents and catalysts are [OH-].[Ru+3].[OH-].[OH-] (ruthenium hydroxide). The reactants are O=C([O-])[O-], CC(c1c(Cl)ccc(F)c1Cl)c1c[nH]c2ncc(B3OC(C)(C)C(C)(C)O3)cc12, OC1CCC(n2cc(I)cn2)CC1, [K+], [K+], C1COCCO1, O, c1ccc(P(c2ccccc2)(c2ccccc2)[Pd](P(c2ccccc2)(c2ccccc2)c2ccccc2)(P(c2ccccc2)(c2ccccc2)c2ccccc2)P(c2ccccc2)(c2ccccc2)c2ccccc2)cc1. The product is CC(c1c(Cl)ccc(F)c1Cl)c1c[nH]c2ncc(-c3cnn(C4CCC(O)CC4)c3)cc12. As a reaction SMILES: [C:43](=[O:44])([O-:45])[O-:46].[Cl:1][c:2]1[c:3]([CH:10]([CH3:11])[c:12]2[cH:13][nH:14][c:15]3[n:16][cH:17][c:18]([B:21]4[O:22][C:23]([CH3:24])([CH3:25])[C:26]([CH3:27])([CH3:28])[O:29]4)[cH:19][c:20]23)[c:4]([Cl:9])[cH:5][cH:6][c:7]1[F:8].[I:30][c:31]1[cH:32][n:33][n:34]([CH:36]2[CH2:37][CH2:38][CH:39]([OH:42])[CH2:40][CH2:41]2)[cH:35]1.[K+:47].[K+:48].[O:49]1[CH2:50][CH2:51][O:52][CH2:53][CH2:54]1.[OH2:132].[cH:55]1[cH:56][cH:57][c:58]([P:59]([Pd:60]([P:61]([c:62]2[cH:63][cH:64][cH:65][cH:66][cH:67]2)([c:68]2[cH:69][cH:70][cH:71][cH:72][cH:73]2)[c:74]2[cH:75][cH:76][cH:77][cH:78][cH:79]2)([P:80]([c:81]2[cH:82][cH:83][cH:84][cH:85][cH:86]2)([c:87]2[cH:88][cH:89][cH:90][cH:91][cH:92]2)[c:93]2[cH:94][cH:95][cH:96][cH:97][cH:98]2)[P:99]([c:100]2[cH:101][cH:102][cH:103][cH:104][cH:105]2)([c:106]2[cH:107][cH:108][cH:109][cH:110][cH:111]2)[c:112]2[cH:113][cH:114][cH:115][cH:116][cH:117]2)([c:118]2[cH:119][cH:120][cH:121][cH:122][cH:123]2)[c:124]2[cH:125][cH:126][cH:127][cH:128][cH:129]2)[cH:130][cH:131]1>>[Cl:1][c:2]1[c:3]([CH:10]([CH3:11])[c:12]2[cH:13][nH:14][c:15]3[n:16][cH:17][c:18](-[c:31]4[cH:32][n:33][n:34]([CH:36]5[CH2:37][CH2:38][CH:39]([OH:42])[CH2:40][CH2:41]5)[cH:35]4)[cH:19][c:20]23)[c:4]([Cl:9])[cH:5][cH:6][c:7]1[F:8]. Reactants: CN[C@@H]1[C@]2(C)[C@@H](C[C@H]1O)[C@@H]1CC=C3C[C@H](CC[C@]3(C)[C@H]1CC2)O (17β-Methylamino-androst-5-ene-3β,16α-diol), C(\C=C/C(=O)O)(=O)O (maleic acid), C (charcoal). The solvent is CO (methanol), CO (methanol). Product: C(\C=C/C(=O)O)(=O)O.CN[C@@H]1[C@]2(C)[C@@H](C[C@H]1O)[C@@H]1CC=C3C[C@H](CC[C@]3(C)[C@H]1CC2)O (17β-Methylamino-androst-5-ene-3β,16α-diol (Z)-2-butenedioate). Reaction SMILES: [CH3:1][NH:2][C@H:3]1[C@H:8]([OH:9])[CH2:7][C@H:6]2[C@H:10]3[C@H:20]([CH2:21][CH2:22][C@:4]12[CH3:5])[C@:18]1([CH3:19])[C:13]([CH2:14][C@@H:15]([OH:23])[CH2:16][CH2:17]1)=[CH:12][CH2:11]3.[C:24]([OH:31])(=[O:30])/[CH:25]=[CH:26]\[C:27]([OH:29])=[O:28].C>CO>[C:24]([OH:31])(=[O:30])/[CH:25]=[CH:26]\[C:27]([OH:29])=[O:28].[CH3:1][NH:2][C@H:3]1[C@H:8]([OH:9])[CH2:7][C@H:6]2[C@H:10]3[C@H:20]([CH2:21][CH2:22][C@:4]12[CH3:5])[C@:18]1([CH3:19])[C:13]([CH2:14][C@@H:15]([OH:23])[CH2:16][CH2:17]1)=[CH:12][CH2:11]3 |f:4.5|. Reported procedure: 17β-Methylamino-androst-5-ene-3β,16α-diol (1.15 g) was suspended in methanol (23 ml) and a solution of maleic acid (0.42 g) in methanol (4.2 ml) was added. The resulting solution was treated with charcoal, filtered and the filtrates were evaporated under reduced pressure. Crystallisation of the residue from acetone afforded pure 17β-methylamino-androst-5-ene-3β,16α-diol (Z)-2-butenedioate (1:1) (salt) as an amorphous solid (1.42 g; 90.4%), m.p. 135° C.-(softens)-145° C., [α]D -55.4° (c 0.83 in D... The reactants are [OH-].[Na+] (sodium hydroxide), C(C)(C)OC(C)C (isopropyl ether), [N+](=O)([O-])C=1C=C(C(=CC1)C)C (4-nitro-o-xylene), C(C)(C)O (isopropyl alcohol), [S] (sulfur), O.O.O.O.O.O.O.O.O.[S-2].[Na+].[Na+] (sodium sulfide nonahydrate), C(C)(C)O (isopropyl alcohol). The reagents and catalysts are [Br-].C(CCC)[N+](CCCC)(CCCC)CCCC (tetrabutylammonium bromide). Run in O (water). Run at time 1 hour. Product: NC1=C(C=O)C=CC=C1 (aminobenzaldehyde). Yield: 72.7%. Reaction SMILES: [OH-].[Na+].[S].O.O.O.O.O.O.O.O.O.[S-2].[Na+].[Na+].[N+:16]([C:19]1C=[C:21](C)[C:22](C)=[CH:23][CH:24]=1)([O-])=O.C(OC(C)C)(C)C.[CH:34]([OH:37])([CH3:36])C>[Br-].C([N+](CCCC)(CCCC)CCCC)CCC.O>[NH2:16][C:19]1[CH:24]=[CH:23][CH:22]=[CH:21][C:36]=1[CH:34]=[O:37] |f:0.1,3.4.5.6.7.8.9.10.11.12.13.14,18.19,^3:2|. Reported procedure: In a 2-l flask, place 48.0 g (1.2 m) of sodium hydroxide pellets, 25.65 g (0.8 m) of sulfur powder, 72.0 g (0.3 m) of sodium sulfide nonahydrate, and 640 ml of distilled water. Heat the mixture with good stirring to about 70 C. to make an orange-red solution. In a 400-ml beaker, place 90.7 g (0.6 m) of 4-nitro-o-xylene, 9.6 g (0.03 m) of tetrabutylammonium bromide and 120 ml of isopropyl alcohol. Warm it to 50 C. with occasional stirring to make a clear pale-yellow solution. Add the solution in ... Reactants: O (Water), N1=CC=C(C=C1)NC(OCC(Cl)(Cl)Cl)=O (2,2,2-trichloroethyl pyridin-4-ylcarbamate), S1C(=CC=C1)C1=NSC(=N1)N1CCNCC1 (1-[3-(2-thienyl)-1,2,4-thiadiazol-5-yl]piperazine), C(C)(C)N(CC)C(C)C (diisopropylethylamine). Solvent: CS(=O)C (dimethyl sulfoxide). Yields the product N1=CC=C(C=C1)NC(=O)N1CCN(CC1)C1=NC(=NS1)C=1SC=CC1 (N-Pyridin-4-yl-4-[3-(2-thienyl)-1,2,4-thiadiazol-5-yl]piperazine-1-carboxamide). Isolated yield 18.6%. RXN SMILES: [N:1]1[CH:6]=[CH:5][C:4]([NH:7][C:8](=[O:15])OCC(Cl)(Cl)Cl)=[CH:3][CH:2]=1.[S:16]1[CH:20]=[CH:19][CH:18]=[C:17]1[C:21]1[N:25]=[C:24]([N:26]2[CH2:31][CH2:30][NH:29][CH2:28][CH2:27]2)[S:23][N:22]=1.C(N(C(C)C)CC)(C)C.O>CS(C)=O>[N:1]1[CH:2]=[CH:3][C:4]([NH:7][C:8]([N:29]2[CH2:28][CH2:27][N:26]([C:24]3[S:23][N:22]=[C:21]([C:17]4[S:16][CH:20]=[CH:19][CH:18]=4)[N:25]=3)[CH2:31][CH2:30]2)=[O:15])=[CH:5][CH:6]=1. Reported procedure: A mixed solution of 2,2,2-trichloroethyl pyridin-4-ylcarbamate (235 mg, 0.872 mmol), 1-[3-(2-thienyl)-1,2,4-thiadiazol-5-yl]piperazine (200 mg, 0.793 mmol) and diisopropylethylamine (0.152 ml, 0.872 mmol) in dimethyl sulfoxide (2.5 ml) was stirred at 80° C. for 3.5 hours. Water was poured to the reaction mixture, and the resulting solution was extracted with ethyl acetate. The extract was washed with water and dried over anhydrous magnesium sulfate, and the solvent was distilled off under reduce... Reactants: FC(S(=O)(=O)OC=1C([C@@H]2CC[C@]3([C@@]4(CC[C@@]5([C@@H]([C@H]4CC[C@@H]3[C@]2(CC1)C)[C@@H](CC5)C(=C)C)NCCN5CCS(CC5)(=O)=O)C)C)(C)C)(F)F ((1R,3aS,5aR,5bR,7aR,11aR,11bR,13aR,13bR)-3a-((2-(1,1-dioxidothiomorpholino)ethyl)amino)-5a,5b,8,8,11a-pentamethyl-1-(prop-1-en-2-yl)-2,3,3a,4,5,5a,5b,6,7,7a,8,11,11a,11b,12,13,13a,13b-octadecahydro-1H-cyclopenta[a]chrysen-9-yl trifluoromethanesulfonate), CC1(OC=C(CO1)B1OC(C(O1)(C)C)(C)C)C(=O)OCC (ethyl 2-methyl-5-(4,4,5,5-tetramethyl-1,3,2-dioxaborolan-2-yl)-4H-1,3-dioxine-2-carboxylate). The product is O=S1(CCN(CC1)CCN[C@]12[C@@H]([C@H]3CC[C@@H]4[C@]5(CC=C(C([C@@H]5CC[C@]4([C@@]3(CC1)C)C)(C)C)C=1COC(OC1)(C(=O)OCC)C)C)[C@@H](CC2)C(=C)C)=O (ethyl 5-((1R,3aS,5aR,5bR,7aR,11aS,11bR,13aR,13bR)-3a-((2-(1,1-dioxidothiomorpholino)ethyl)amino)-5a,5b,8,8,11a-pentamethyl-1-(prop-1-en-2-yl)-2,3,3a,4,5,5a,5b,6,7,7a,8,11,11a,11b,12,13,13a,13b-octadecahydro-1H-cyclopenta[a]chrysen-9-yl)-2-methyl-4H-1,3-dioxine-2-carboxylate). The yield is 13.3%. Reaction SMILES: FC(F)(F)S(O[C:7]1[C:8]([CH3:46])([CH3:45])[C@H:9]2[C@:22]([CH3:25])([CH2:23][CH:24]=1)[C@@H:21]1[C@:12]([CH3:44])([C@@:13]3([CH3:43])[C@H:18]([CH2:19][CH2:20]1)[C@H:17]1[C@H:26]([C:29]([CH3:31])=[CH2:30])[CH2:27][CH2:28][C@:16]1([NH:32][CH2:33][CH2:34][N:35]1[CH2:40][CH2:39][S:38](=[O:42])(=[O:41])[CH2:37][CH2:36]1)[CH2:15][CH2:14]3)[CH2:11][CH2:10]2)(=O)=O.[CH3:49][C:50]1([C:65]([O:67][CH2:68][CH3:69])=[O:66])[O:55][CH2:54][C:53](B2OC(C)(C)C(C)(C)O2)=[CH:52][O:51]1>>[O:42]=[S:38]1(=[O:41])[CH2:39][CH2:40][N:35]([CH2:34][CH2:33][NH:32][C@:16]23[CH2:28][CH2:27][C@@H:26]([C:29]([CH3:31])=[CH2:30])[C@@H:17]2[C@@H:18]2[C@@:13]([CH3:43])([CH2:14][CH2:15]3)[C@@:12]3([CH3:44])[C@@H:21]([C@:22]4([CH3:25])[C@@H:9]([CH2:10][CH2:11]3)[C:8]([CH3:45])([CH3:46])[C:7]([C:53]3[CH2:54][O:55][C:50]([CH3:49])([C:65]([O:67][CH2:68][CH3:69])=[O:66])[O:51][CH:52]=3)=[CH:24][CH2:23]4)[CH2:20][CH2:19]2)[CH2:36][CH2:37]1. Reported procedure: The title compound was prepared following the method described in step 1 for the preparation of Example 1, using (1R,3aS,5aR,5bR,7aR,11aR,11bR,13aR,13bR)-3a-((2-(1,1-dioxidothiomorpholino)ethyl)amino)-5a,5b,8,8,11a-pentamethyl-1-(prop-1-en-2-yl)-2,3,3a,4,5,5a,5b,6,7,7a,8,11,11a,11b,12,13,13a,13b-octadecahydro-1H-cyclopenta[a]chrysen-9-yl trifluoromethanesulfonate and ethyl 2-methyl-5-(4,4,5,5-tetramethyl-1,3,2-dioxaborolan-2-yl)-4H-1,3-dioxine-2-carboxylate as the reactants. The product was isol... The reactants are C1C(O1)CO (glycidol), S(O)(O)(=O)=O (sulfuric acid), C(CCCCCCC)O (1-octanol), [OH-].[Na+] (sodium hydroxide). The product is C(CCCCCCC)OC(CO)CO (2-octyloxy-1,3-propanediol). The yield is 15.9%. As a reaction SMILES: S(=O)(=O)(O)O.[CH2:6]1[O:8][CH:7]1[CH2:9][OH:10].[OH-].[Na+].[CH2:13]([OH:21])[CH2:14][CH2:15][CH2:16][CH2:17][CH2:18][CH2:19][CH3:20]>>[CH2:13]([O:21][CH:7]([CH2:9][OH:10])[CH2:6][OH:8])[CH2:14][CH2:15][CH2:16][CH2:17][CH2:18][CH2:19][CH3:20] |f:2.3|. Procedure details: 0.6 ml of concentrated sulfuric acid was added to 165 g of 1-octanol, the mixture was stirred at room temperature and 23.5 g of glycidol was added dropwise. The reaction mixture was poured on ice water, the mixture was neutralized with 1N aqueous sodium hydroxide solution and extracted with ether, and the ether layer was dried over anhydrous sodium sulfate. The solvent was distilled away, the most part of 1-octanol was removed by vacuum distillation, and the residue was distilled under a vacuum ... Reactants: COC(=O)C(C)CCCC1(C)OCC2(CCO)CCC1O2, CO, [Na+], [OH-], O. Yields the product CC(CCCC1(C)OCC2(CCO)CCC1O2)C(=O)O. As a reaction SMILES: [C:1](=[O:2])([O:3][CH3:4])[CH:5]([CH2:6][CH2:7][CH2:8][C:9]1([CH3:20])[O:10][CH2:11][C:12]2([CH2:17][CH2:18][OH:19])[CH2:13][CH2:14][CH:15]1[O:16]2)[CH3:21].[CH3:22][OH:23].[Na+:25].[OH-:24].[OH2:26]>>[C:1](=[O:2])([OH:3])[CH:5]([CH2:6][CH2:7][CH2:8][C:9]1([CH3:20])[O:10][CH2:11][C:12]2([CH2:17][CH2:18][OH:19])[CH2:13][CH2:14][CH:15]1[O:16]2)[CH3:21]. Starting materials: C(C)NC(NOCC(=O)OC(C)(C)C)=O (tert-butyl 2-(3-ethylureidooxy)acetate), Cl.O1CCOCC1 (HCl dioxane). Yields the product C(C)NC(NOCC(=O)O)=O (2-(3-ethylureidooxy)acetic Acid). Yield: 98.7%. RXN SMILES: [CH2:1]([NH:3][C:4](=[O:15])[NH:5][O:6][CH2:7][C:8]([O:10]C(C)(C)C)=[O:9])[CH3:2].Cl.O1CCOCC1>>[CH2:1]([NH:3][C:4](=[O:15])[NH:5][O:6][CH2:7][C:8]([OH:10])=[O:9])[CH3:2] |f:1.2|. Reported procedure: According to the procedure described in the synthesis method of Compound VI-9, tert-butyl 2-(3-ethylureidooxy)acetate (Compound V-8) (33 mg, 0.15 mmol) was reacted with 4N HCl/dioxane (2 ml) to obtain the title compound (24 mg, 100%).